From a dataset of the Open Reaction Database (ORD), a public repository of structured organic reaction records. describe an organic reaction: reactants, conditions, products, and yield Starting materials: C(C1=CC=CC=C1)N1C[C@H]([C@@H](C1)C1=CSC=C1)C(=O)N1C(OC[C@@H]1CC1=CC=CC=C1)=O ((S)-N-[(1-Benzyl)-4-(R)-(3-thienyl)-3-(S)-pyrrolidinylcarbonyl]-4-benzyl-2-oxazolidinone), solution, [H-].[H-].[H-].[H-].[Li+].[Al+3] (LiAlH4). Run in C1CCOC1 (THF). Reaction conditions: time 3 hour. The product is C(C1=CC=CC=C1)N1C[C@H]([C@@H](C1)C1=CSC=C1)CO (1-Benzyl-3-(S)-hydroxymethyl-4-(R)-(3-thienyl)pyrrolidine). Yield: 89.9%. Reaction SMILES: [CH2:1]([N:8]1[CH2:12][C@@H:11]([C:13]2[CH:17]=[CH:16][S:15][CH:14]=2)[C@H:10]([C:18](N2[C@@H](CC3C=CC=CC=3)COC2=O)=[O:19])[CH2:9]1)[C:2]1[CH:7]=[CH:6][CH:5]=[CH:4][CH:3]=1.[H-].[H-].[H-].[H-].[Li+].[Al+3]>C1COCC1>[CH2:1]([N:8]1[CH2:12][C@@H:11]([C:13]2[CH:17]=[CH:16][S:15][CH:14]=2)[C@H:10]([CH2:18][OH:19])[CH2:9]1)[C:2]1[CH:7]=[CH:6][CH:5]=[CH:4][CH:3]=1 |f:1.2.3.4.5.6|. Procedure details: To a solution of 5.84 g (13.1 mmol) of (S)-N-[(1-Benzyl)-4-(R)-(3-thienyl)-3-(S)-pyrrolidinylcarbonyl]-4-benzyl-2-oxazolidinone (Step 2) in 60 mL of THF at 0° C. was added 15.7 mL (15.7 mmol) of a solution of LiAlH4 (1.0 M in ether). The solution was stirred at room temperature for 3 h, then was quenched by addition of 5N NaOH solution. The mixture was diluted with ether and the organic fraction was washed twice with 5N NaOH solution. The combined organic fractions were dried over Na2SO4, filter... Reactants: NCCCCN1C(=NC=2C(=NC=3C=CC=CC3C21)N)CCOC (1-(4-aminobutyl)-2-(2-methoxyethyl)-1H-imidazo[4,5-c]quinolin-4-amine), CCCCC=1C=CC(=NC1)C(=O)O (fusaric acid). Yields the product NC1=NC=2C=CC=CC2C2=C1N=C(N2CCCCNC(=O)C2=NC=C(C=C2)CCCC)CCOC (N2-{4-[4-amino-2-(2-methoxyethyl)-1H-imidazo[4,5-c]quinolin-1-yl]butyl}-5-butyl-2-pyridinecarboxamide). As a reaction SMILES: [NH2:1][CH2:2][CH2:3][CH2:4][CH2:5][N:6]1[C:18]2[C:17]3[CH:16]=[CH:15][CH:14]=[CH:13][C:12]=3[N:11]=[C:10]([NH2:19])[C:9]=2[N:8]=[C:7]1[CH2:20][CH2:21][O:22][CH3:23].[CH3:24][CH2:25][CH2:26][CH2:27][C:28]1[CH:29]=[CH:30][C:31]([C:34](O)=[O:35])=[N:32][CH:33]=1>>[NH2:19][C:10]1[C:9]2[N:8]=[C:7]([CH2:20][CH2:21][O:22][CH3:23])[N:6]([CH2:5][CH2:4][CH2:3][CH2:2][NH:1][C:34]([C:31]3[CH:30]=[CH:29][C:28]([CH2:27][CH2:26][CH2:25][CH3:24])=[CH:33][N:32]=3)=[O:35])[C:18]=2[C:17]2[CH:16]=[CH:15][CH:14]=[CH:13][C:12]=2[N:11]=1. Procedure details: According to the general method of Example 50, 1-(4-aminobutyl)-2-(2-methoxyethyl)-1H-imidazo[4,5-c]quinolin-4-amine and fusaric acid were combined to provide N2-{4-[4-amino-2-(2-methoxyethyl)-1H-imidazo[4,5-c]quinolin-1-yl]butyl}-5-butyl-2-pyridinecarboxamide as a tan solid, m.p. 54.9-55.2° C. 1H NMR (300 MHz, DMSO-d6) δ 8.81 (t, J=6.1 Hz, 1H), 8.44 (m, 1H), 7.98 (d, J=7.3 Hz, 1H), 7.94 (dd, J=8.0, 0.7 Hz, 1H), 7.80 (dd, J=8.0, 2.2 Hz, 1H), 7.60 (dd, J=8.3, 1.2 Hz, 1H), 7.39-7.34 (m, 1H), 7.16-... Reactants: C1N[C@H](CC=2C3=CC=CC=C3NC12)C(=O)O ((3R)-1,2,3,4-tetrahydro-β-carboline-3-carboxylic acid), C1(=CC=CC2=CC=CC=C12)CCl (1-naphthylmethyl chloride), [OH-].[K+] (KOH), C(=S)=S (carbon disulfide). The solvent is C(C)O (ethanol). Product: C1(=CC=CC2=CC=CC=C12)CSC(=S)N1CC=2NC3=CC=CC=C3C2C[C@@H]1C(=O)O ((3R)-2-[(1-Naphthylmethylthio)thiocarbonyl]-1,2,3,4-tetrahydro-β-carboline-3-carboxylic acid). RXN SMILES: [CH2:1]1[C:13]2[NH:12][C:11]3[C:6](=[CH:7][CH:8]=[CH:9][CH:10]=3)[C:5]=2[CH2:4][C@H:3]([C:14]([OH:16])=[O:15])[NH:2]1.[OH-].[K+].[C:19](=[S:21])=[S:20].[C:22]1([CH2:32]Cl)[C:31]2[C:26](=[CH:27][CH:28]=[CH:29][CH:30]=2)[CH:25]=[CH:24][CH:23]=1>C(O)C>[C:22]1([CH2:32][S:20][C:19]([N:2]2[C@@H:3]([C:14]([OH:16])=[O:15])[CH2:4][C:5]3[C:6]4[C:11](=[CH:10][CH:9]=[CH:8][CH:7]=4)[NH:12][C:13]=3[CH2:1]2)=[S:21])[C:31]2[C:26](=[CH:27][CH:28]=[CH:29][CH:30]=2)[CH:25]=[CH:24][CH:23]=1 |f:1.2|. Procedure details: In the same manner as descsribed in Example 32, (3R)-1,2,3,4-tetrahydro-β-carboline-3-carboxylic acid (3.24 g), KOH (1.75 g), carbon disulfide (0.91 ml), 50% ethanol (70 ml) and 1-naphthylmethyl chloride (3.14 g) are reacted and treated to give the title compound (2.84 g) as pale yellow powder. Reactants: COC=1C=C(C=CC=O)C=CC1OC (3,4-dimethoxycinnamaldehyde), C(#N)CC(=O)[N-]CCC1=CC=CC=C1 (N-(cyanoacetyl)phenylethylamide). The product is C1(=CC=CC=C1)CCNC(=O)\C(\C#N)=C\C=C\C1=CC(=C(C=C1)OC)OC ((E,E)-2-(Phenylethylaminocarbonyl)-3-(3,4-dimethoxystyryl)acrylonitrile). As a reaction SMILES: [CH3:1][O:2][C:3]1[CH:4]=[C:5]([CH:10]=[CH:11][C:12]=1[O:13][CH3:14])[CH:6]=[CH:7][CH:8]=O.[C:15]([CH2:17][C:18]([N-:20][CH2:21][CH2:22][C:23]1[CH:28]=[CH:27][CH:26]=[CH:25][CH:24]=1)=[O:19])#[N:16]>>[C:23]1([CH2:22][CH2:21][NH:20][C:18](/[C:17](=[CH:8]/[CH:7]=[CH:6]/[C:5]2[CH:10]=[CH:11][C:12]([O:13][CH3:14])=[C:3]([O:2][CH3:1])[CH:4]=2)/[C:15]#[N:16])=[O:19])[CH:28]=[CH:27][CH:26]=[CH:25][CH:24]=1. Procedure details: The compound was prepared as described in Example 3 by adding 3,4-dimethoxycinnamaldehyde (Example 6, 0.1 g, 0.52 mmol) to N-(cyanoacetyl)phenylethylamide (Example 20, 0.1 g, 0.52 mmol). After refluxing for 1 h and recrystallization from ethanol a yellow solid was obtained (0.12 g, 63%). The product gave the following analytical data: The reactants are COc1ccccc1N1CCN(CC(C)=Cc2ccc3c(c2)oc(=O)n3C)CC1, CCO. Product: COc1ccccc1N1CCN(CC(C)Cc2ccc3c(c2)oc(=O)n3C)CC1. As a reaction SMILES: [CH3:1][n:2]1[c:3](=[O:29])[o:4][c:5]2[c:6]1[cH:7][cH:8][c:9]([CH:11]=[C:12]([CH2:13][N:14]1[CH2:15][CH2:16][N:17]([c:20]3[c:21]([O:26][CH3:27])[cH:22][cH:23][cH:24][cH:25]3)[CH2:18][CH2:19]1)[CH3:28])[cH:10]2.[CH3:30][CH2:31][OH:32]>>[CH3:1][n:2]1[c:3](=[O:29])[o:4][c:5]2[c:6]1[cH:7][cH:8][c:9]([CH2:11][CH:12]([CH2:13][N:14]1[CH2:15][CH2:16][N:17]([c:20]3[c:21]([O:26][CH3:27])[cH:22][cH:23][cH:24][cH:25]3)[CH2:18][CH2:19]1)[CH3:28])[cH:10]2.